From a dataset of the Open Reaction Database (ORD), a public repository of structured organic reaction records. describe an organic reaction: reactants, conditions, products, and yield Starting materials: Cl.NC(=N)N (Guanidine hydrochloride), [O-]CC.[Na+] (sodium ethoxide), CN1C(=O)N(C(=O)C=C1C)C (1,3,6-trimethyluracil). Solvent: O (water). Reaction conditions: time 10 minute. Product: CC1=CC(=O)N=C(N1)N (6-methylisocytosine). Yield: 51.1%. RXN SMILES: Cl.[NH2:2][C:3]([NH2:5])=[NH:4].[O-]CC.[Na+].CN1[C:18]([CH3:19])=[CH:17][C:15](=[O:16])N(C)C1=O>O>[CH3:19][C:18]1[NH:2][C:3]([NH2:5])=[N:4][C:15](=[O:16])[CH:17]=1 |f:0.1,2.3|. Reported procedure: Guanidine hydrochloride (IIIc) (10 g, 0.1 mol) was added to 1 M ethanolic sodium ethoxide (100 ml) and the mixture was stirred for 10 minutes at room temperature. Sodium chloride was removed from the mixture by filtration, and the filtrate was condensed to a syrup in vacuo below 35°. To the residue was added 1,3,6-trimethyluracil (800 mg, 0.005 mol) and the mixture was heated at ~90° for 6 hours under nitrogen. The reaction mixture was dissolved in water (20 ml) and the solution added to a colum... Reactants: ClC=1C(=NC=C(C(=O)O)C1)Cl (5,6-dichloro-nicotinic acid), O.C1(=CC=C(C=C1)S(=O)(=O)O)C (p-toluenesulfonic acid monohydrate). The solvent is CO (methanol). The product is COC(C1=CN=C(C(=C1)Cl)Cl)=O (5,6-Dichloro-nicotinic acid methyl ester). RXN SMILES: [Cl:1][C:2]1[C:3]([Cl:11])=[N:4][CH:5]=[C:6]([CH:10]=1)[C:7]([OH:9])=[O:8].O.[C:13]1(C)C=CC(S(O)(=O)=O)=CC=1>CO>[CH3:13][O:8][C:7](=[O:9])[C:6]1[CH:10]=[C:2]([Cl:1])[C:3]([Cl:11])=[N:4][CH:5]=1 |f:1.2|. Reported procedure: A solution of 5,6-dichloro-nicotinic acid (1.92 g, 10 mmol, Aldrich) and p-toluenesulfonic acid monohydrate (190 mg, 1.0 mmol, Aldrich) in methanol (5 mL, Aldrich) was heated at reflux for 25 h. The reaction mixture was cooled to room temperature, the solvent was removed in vacuo and the residue was dissolved in EtOAc (50 mL). The solution was washed with satd. NaHCO3 (20 mL) and brine (20 mL), dried over Na2SO4, and filtered. The filtrate was evaporated in vacuo and the residue was purified by ... Starting materials: C(C)OC(=O)C1=NC(=CC(=C1)C1=CC(=NC=C1)Cl)C (2′-Chloro-6-methyl-[4,4′]bipyridinyl-2-carboxylic acid ethyl ester), NC1=NC=C(C=C1)C (2-amino-5methylpyridine). Product: CC=1C=CC(=NC1)NC(=O)C1=NC(=CC(=C1)C1=CC(=NC=C1)Cl)C (2′-Chloro-6-methyl-[4,4′]bipyridinyl-2-carboxylic acid (5-methyl-pyridin-2-yl)-amide). As a reaction SMILES: C(O[C:4]([C:6]1[CH:11]=[C:10]([C:12]2[CH:17]=[CH:16][N:15]=[C:14]([Cl:18])[CH:13]=2)[CH:9]=[C:8]([CH3:19])[N:7]=1)=[O:5])C.[NH2:20][C:21]1[CH:26]=[CH:25][C:24]([CH3:27])=[CH:23][N:22]=1>>[CH3:27][C:24]1[CH:25]=[CH:26][C:21]([NH:20][C:4]([C:6]2[CH:11]=[C:10]([C:12]3[CH:17]=[CH:16][N:15]=[C:14]([Cl:18])[CH:13]=3)[CH:9]=[C:8]([CH3:19])[N:7]=2)=[O:5])=[N:22][CH:23]=1. Procedure details: The title compound, was prepared from 2′-Chloro-6-methyl-[4,4′]bipyridinyl-2-carboxylic acid ethyl ester in accordance with the general method of example 26, step 6 using 2-amino-5methylpyridine instead of 3-chloroaniline to yield the final compound as a white crystalline, MS (ISP): m/e=339.2, 341.1 (M+H)+. The reactants are O=CN1CCc2cc(O)ccc2C1, ClCC1CO1, [Na+], [OH-], O. Yields the product O=CN1CCc2cc(OCC3CO3)ccc2C1. As a reaction SMILES: [CH:3](=[O:4])[N:5]1[CH2:6][c:7]2[cH:8][cH:9][c:10]([OH:15])[cH:11][c:12]2[CH2:13][CH2:14]1.[Cl:16][CH2:17][CH:18]1[CH2:19][O:20]1.[Na+:2].[OH-:1].[OH2:21]>>[CH:3](=[O:4])[N:5]1[CH2:6][c:7]2[cH:8][cH:9][c:10]([O:15][CH2:17][CH:18]3[CH2:19][O:20]3)[cH:11][c:12]2[CH2:13][CH2:14]1. Starting materials: CC(C)Br, CN(C)C=O, Cl, Cl, Cl, Cl, Fc1ccc(C(CN2CCN(CCCCc3cccc4ccccc34)CC2)N2CCNCC2)cc1, [H-], [Na+], O. The product is CC(C)N1CCN(C(CN2CCN(CCCCc3cccc4ccccc34)CC2)c2ccc(F)cc2)CC1. Reaction SMILES: [Br:42][CH:43]([CH3:44])[CH3:45].[CH3:47][N:48]([CH3:49])[CH:50]=[O:51].[ClH:1].[ClH:2].[ClH:3].[ClH:4].[F:5][c:6]1[cH:7][cH:8][c:9]([CH:12]([CH2:13][N:14]2[CH2:15][CH2:16][N:17]([CH2:20][CH2:21][CH2:22][CH2:23][c:24]3[cH:25][cH:26][cH:27][c:28]4[cH:29][cH:30][cH:31][cH:32][c:33]34)[CH2:18][CH2:19]2)[N:34]2[CH2:35][CH2:36][NH:37][CH2:38][CH2:39]2)[cH:10][cH:11]1.[H-:40].[Na+:41].[OH2:46]>>[F:5][c:6]1[cH:7][cH:8][c:9]([CH:12]([CH2:13][N:14]2[CH2:15][CH2:16][N:17]([CH2:20][CH2:21][CH2:22][CH2:23][c:24]3[cH:25][cH:26][cH:27][c:28]4[cH:29][cH:30][cH:31][cH:32][c:33]34)[CH2:18][CH2:19]2)[N:34]2[CH2:35][CH2:36][N:37]([CH:43]([CH3:44])[CH3:45])[CH2:38][CH2:39]2)[cH:10][cH:11]1.